Dataset: the Open Reaction Database (ORD), a public repository of structured organic reaction records. Task: describe an organic reaction: reactants, conditions, products, and yield Starting materials: Cc1ccc(S(=O)(=O)OC2CCN(C(=O)OCc3ccccc3)C2)cc1, [F-], [K+], O, OCCO. The product is O=C(OCc1ccccc1)N1CCC(F)C1. RXN SMILES: [CH3:1][c:2]1[cH:3][cH:4][c:5]([S:6]([O:7][CH:12]2[CH2:13][N:14]([C:17](=[O:18])[O:19][CH2:20][c:21]3[cH:22][cH:23][cH:24][cH:25][cH:26]3)[CH2:15][CH2:16]2)(=[O:8])=[O:9])[cH:10][cH:11]1.[F-:27].[K+:28].[OH2:33].[OH:29][CH2:30][CH2:31][OH:32]>>[CH:12]1([F:27])[CH2:13][N:14]([C:17](=[O:18])[O:19][CH2:20][c:21]2[cH:22][cH:23][cH:24][cH:25][cH:26]2)[CH2:15][CH2:16]1. Reactants: C1CCOC1, C#C[Si](C)(C)C, CON(C)C(=O)C1(NC(=O)OC(C)(C)C)CC1, [Cl-], [NH4+]. The product is C#CC(=O)C1(NC(=O)OC(C)(C)C)CC1. Reaction SMILES: [CH2:26]1[O:27][CH2:28][CH2:29][CH2:30]1.[CH3:18][Si:19]([CH3:20])([CH3:21])[C:22]#[CH:23].[CH3:1][O:2][N:3]([C:4](=[O:5])[C:6]1([NH:9][C:10]([O:11][C:12]([CH3:13])([CH3:14])[CH3:15])=[O:16])[CH2:7][CH2:8]1)[CH3:17].[Cl-:24].[NH4+:25]>>[C:4](=[O:5])([C:6]1([NH:9][C:10]([O:11][C:12]([CH3:13])([CH3:14])[CH3:15])=[O:16])[CH2:7][CH2:8]1)[C:22]#[CH:23]. Reactants: C(C)[C@@]1(N=C(COCC1(F)F)N)C1=C(C=CC=C1)F ((R)-5-ethyl-6,6-difluoro-5-(2-fluoro-phenyl)-2,5,6,7-tetrahydro-[1,4]oxazepin-3-ylamine), [N+](=O)(O)[O-] (nitric acid), [OH-].[Na+] (NaOH), ice water. As a reaction SMILES: [CH2:1]([C@@:3]1([C:13]2[CH:18]=[CH:17][CH:16]=[CH:15][C:14]=2[F:19])[C:9]([F:11])([F:10])[CH2:8][O:7][CH2:6][C:5]([NH2:12])=[N:4]1)[CH3:2].[N+:20]([O-])([OH:22])=[O:21].[OH-].[Na+]>S(=O)(=O)(O)O>[CH2:1]([C@@:3]1([C:13]2[CH:18]=[C:17]([N+:20]([O-:22])=[O:21])[CH:16]=[CH:15][C:14]=2[F:19])[C:9]([F:10])([F:11])[CH2:8][O:7][CH2:6][C:5]([NH2:12])=[N:4]1)[CH3:2] |f:2.3|. Reported procedure: To a solution of (R)-5-ethyl-6,6-difluoro-5-(2-fluoro-phenyl)-2,5,6,7-tetrahydro-[1,4]oxazepin-3-ylamine (1.2 mmol) in sulfuric acid (5.0 ml) was added at 0° C. red fuming nitric acid (1.9 mmol) over a period of 20 min and stirring was continued for 30 min. The solution was dropped slowly into ice/water (60 ml), the pH was adjusted to 9 by addition of aqueous 4 N NaOH and extracted with ethyl acetate. The organic layer was dried, evaporated and the residue purified by chromatography on silca-NH2... Run in S(O)(O)(=O)=O (sulfuric acid). Conditions: time 30 minute. Product: C(C)[C@@]1(N=C(COCC1(F)F)N)C1=C(C=CC(=C1)[N+](=O)[O-])F ((R)-5-ethyl-6,6-difluoro-5-(2-fluoro-5-nitro-phenyl)-2,5,6,7-tetrahydro-[1,4]oxazepin-3-ylamine). Starting materials: C1(=CC=C(C=C1)S(=O)(=O)Cl)C (p-toluenesulfonyl chloride), C1=CC(=CC(=C1)Cl)C(=O)OO (mCPBA), ClCC=1N(C2=C(C=NC=3C=CC=NC23)N1)CCCNC(C(C)C)=O (N-{3-[2-(chloromethyl)-1H-imidazo[4,5-c][1,5]naphthyridin-1-yl]propyl}-2-methylpropanamide), [OH-].[NH4+] (ammonium hydroxide). The solvent is C(Cl)(Cl)Cl (chloroform), [Cl-].[Na+].O (brine), C(Cl)(Cl)Cl (chloroform). Conditions: time 4 hour. Product: NC1=NC=2C=CC=NC2C2=C1N=C(N2CCCNC(C(C)C)=O)CCl (N-{3-[4-amino-2-(chloromethyl)-1H-imidazo[4,5-c][1,5]naphthyridin-1-yl]propyl}-2-methylpropanamide). As a reaction SMILES: C1C=C(Cl)C=C(C(OO)=O)C=1.[Cl:12][CH2:13][C:14]1[N:15]([CH2:27][CH2:28][CH2:29][NH:30][C:31](=[O:35])[CH:32]([CH3:34])[CH3:33])[C:16]2[C:25]3[N:24]=[CH:23][CH:22]=[CH:21][C:20]=3[N:19]=[CH:18][C:17]=2[N:26]=1.[OH-].[NH4+:37].C1(C)C=CC(S(Cl)(=O)=O)=CC=1>C(Cl)(Cl)Cl.[Cl-].[Na+].O>[NH2:37][C:18]1[C:17]2[N:26]=[C:14]([CH2:13][Cl:12])[N:15]([CH2:27][CH2:28][CH2:29][NH:30][C:31](=[O:35])[CH:32]([CH3:33])[CH3:34])[C:16]=2[C:25]2[N:24]=[CH:23][CH:22]=[CH:21][C:20]=2[N:19]=1 |f:2.3,6.7.8|. Procedure details: mCPBA (0.985 g, 5.71 mmol) was added to a suspension of N-{3-[2-(chloromethyl)-1H-imidazo[4,5-c][1,5]naphthyridin-1-yl]propyl}-2-methylpropanamide (1.41 g, 4.08 mmol) in chloroform (20 mL). The reaction mixture was allowed to stir for 4 hours at room temperature. Concentrated ammonium hydroxide (5 mL) followed by p-toluenesulfonyl chloride (0.854 g, 4.48 mmol) were added and the mixture was stirred at room temperature for 1 hour. The mixture was diluted with chloroform (25 mL) and brine (40 mL) ... Starting materials: N(=O)[O-].[Na+] (NaNO2), NC=1C=CC(=C(C(=O)OC)C1)Cl (methyl 5-amino-2-chlorobenzoate), F[B-](F)(F)F.[H+] (fluoroboric acid). The solvent is Cl (HCl). Reaction conditions: time 10 minute. The product is COC(C1=C(C=CC(=C1)F)Cl)=O (2-Chloro-5-fluoro-benzoic acid methyl ester). RXN SMILES: N([O-])=O.[Na+].N[C:6]1[CH:7]=[CH:8][C:9]([Cl:16])=[C:10]([CH:15]=1)[C:11]([O:13][CH3:14])=[O:12].[F:17][B-](F)(F)F.[H+]>Cl>[CH3:14][O:13][C:11](=[O:12])[C:10]1[CH:15]=[C:6]([F:17])[CH:7]=[CH:8][C:9]=1[Cl:16] |f:0.1,3.4|. Procedure details: A solution of NaNO2 (3.69 g, 53.4 mmol in 50 mL water) was added dropwise to a stirred suspension of methyl 5-amino-2-chlorobenzoate (9 g, 48.5 mmol) in HCl (10%, 90 mL), keeping the temperature between 0-5° C. The reaction mixture was stirred for 10 min. and a solution of fluoroboric acid (70%, excess) was added to the mixture. The precipitate of diazonium fluoroborate salt was filtered, washed with water and dried. The pyrolysis of this salt was then carried out at 140° C. for 15-20 min. The r... Starting materials: COC1=C(C=CC=C1)C1C(C2C=CC1C2)([N+](=O)[O-])CCC(=O)OC (methyl β-[3-(2-methoxyphenyl)-2-nitrobicyclo[2.2.1]-hept-5-en-2-yl]-propionate). Reagents/catalysts: [Ni] (Raney nickel). The solvent is C(C)O (ethanol). Run at time 24 hour. The product is COC1=C(C=CC=C1)C1C2CCC(C2)C12NC(CC2)=O (3-(2-Methoxyphenyl)-spiro[bicyclo[2.2.1]-heptane-2,2'-pyrrolidin]-5'-one). RXN SMILES: [CH3:1][O:2][C:3]1[CH:8]=[CH:7][CH:6]=[CH:5][C:4]=1[CH:9]1[CH:14]2[CH2:15][CH:11]([CH:12]=[CH:13]2)[C:10]1([CH2:19][CH2:20][C:21]([O:23]C)=O)[N+:16]([O-])=O>C(O)C.[Ni]>[CH3:1][O:2][C:3]1[CH:8]=[CH:7][CH:6]=[CH:5][C:4]=1[CH:9]1[C:10]2([CH2:19][CH2:20][C:21](=[O:23])[NH:16]2)[CH:11]2[CH2:15][CH:14]1[CH2:13][CH2:12]2. Procedure: 0.2 mole of methyl β-[3-(2-methoxyphenyl)-2-nitrobicyclo[2.2.1]-hept-5-en-2-yl]-propionate is dissolved in 800 ml of ethanol and, after adding 2 spatulas of Raney nickel, is hydrogenated at 50° C. and under 70 bars for 24 hours. The catalyst is filtered off, the solvent is evaporated off in a rotary evaporator and the residue is recrystallized from isopropanol. Colorless crystals of melting point 260° C. Reactants: ON1C(CC(CC1(C)C)OCC1CO1)(C)C (1-oxyl-2,2,6,6-tetramethyl-4-glycidyloxypiperidine), CNC (dimethylamine). Solvent: O (water). Conditions: time 16 hour. Yields the product ON1C(CC(CC1(C)C)OCC(CN(C)C)O)(C)C (1-Oxyl-2,2,6,6-tetramethyl-4-(2-hydroxy-3-dimethylaminopropoxy)piperidine). Isolated yield 82.8%. As a reaction SMILES: [OH:1][N:2]1[C:7]([CH3:9])([CH3:8])[CH2:6][CH:5]([O:10][CH2:11][CH:12]2[O:14][CH2:13]2)[CH2:4][C:3]1([CH3:16])[CH3:15].[CH3:17][NH:18][CH3:19]>O>[OH:1][N:2]1[C:7]([CH3:9])([CH3:8])[CH2:6][CH:5]([O:10][CH2:11][CH:12]([OH:14])[CH2:13][N:18]([CH3:19])[CH3:17])[CH2:4][C:3]1([CH3:16])[CH3:15]. Reported procedure: A mixture of 10.0 g (0.044 mol) of 1-oxyl-2,2,6,6-tetramethyl-4-glycidyloxypiperidine and 10 mL of 40% (ca. 0.091 mol) of dimethylamine (w/w) is dissolved in 100 mL of water and then stirred for 16 hours at ambient temperature. Water is then removed by vacuum distillation to leave 10 g of the title compound as a red oil. Reactants: ClC(Cl)Cl, O=[N+]([O-])c1cc(F)c(Sc2cccc(C3OCCCO3)c2)cc1CO, O=[Mn]=O. Product: O=Cc1cc(Sc2cccc(C3OCCCO3)c2)c(F)cc1[N+](=O)[O-]. Reaction SMILES: [CH:26]([Cl:27])([Cl:28])[Cl:29].[O:1]1[CH:2]([c:7]2[cH:8][c:9]([S:13][c:14]3[c:15]([F:25])[cH:16][c:17]([N+:22](=[O:23])[O-:24])[c:18]([CH2:20][OH:21])[cH:19]3)[cH:10][cH:11][cH:12]2)[O:3][CH2:4][CH2:5][CH2:6]1.[O:30]=[Mn:31]=[O:32]>>[O:1]1[CH:2]([c:7]2[cH:8][c:9]([S:13][c:14]3[c:15]([F:25])[cH:16][c:17]([N+:22](=[O:23])[O-:24])[c:18]([CH:20]=[O:21])[cH:19]3)[cH:10][cH:11][cH:12]2)[O:3][CH2:4][CH2:5][CH2:6]1. Reactants: O1CCC(C2=CC=CC=C12)N (4-chromanamine), 2-l, [N+](=O)([O-])C=1C=C(C=O)C=CC1 (m-nitrobenzaldehyde). The solvent is C(C)O (ethanol). Yields the product [N+](=O)([O-])C=1C=C(C=NC2CCOC3=CC=CC=C23)C=CC1 (N-(m-Nitrobenzylidene)-4-chromanamine). RXN SMILES: [O:1]1[C:10]2[C:5](=[CH:6][CH:7]=[CH:8][CH:9]=2)[CH:4]([NH2:11])[CH2:3][CH2:2]1.[N+:12]([C:15]1[CH:16]=[C:17]([CH:20]=[CH:21][CH:22]=1)[CH:18]=O)([O-:14])=[O:13]>C(O)C>[N+:12]([C:15]1[CH:16]=[C:17]([CH:20]=[CH:21][CH:22]=1)[CH:18]=[N:11][CH:4]1[C:5]2[C:10](=[CH:9][CH:8]=[CH:7][CH:6]=2)[O:1][CH2:2][CH2:3]1)([O-:14])=[O:13]. Procedure: An 80 g, (0.54 mole) portion of 4-chromanamine, and 650 ml of ethanol were placed in a 2-l, 3-necked flask, equipped with a stirrer and reflux condenser fitted with a drying tube. The slurry was treated with 85 g (0.56 mole) portion of m-nitrobenzaldehyde using rapid mechanical stirring. The reaction mixture was refluxed for 5 hrs., cooled 1 hr. and filtered. The yellow crystalline solid was washed with 100 ml of ethanol, ether, and dried, m.p. 117°-118°. Yield: 115 g (76%). The reactants are OCCCCCCBr, O=C1NC(=O)c2ccccc21, CCOC(C)=O, CN(C)C=O, [K], O. Product: O=C1c2ccccc2C(=O)N1CCCCCCO. As a reaction SMILES: [Br:1][CH2:2][CH2:3][CH2:4][CH2:5][CH2:6][CH2:7][OH:8].[C:9]1(=[O:19])[c:10]2[c:11]([cH:15][cH:16][cH:17][cH:18]2)[C:12](=[O:14])[NH:13]1.[CH3:21][CH2:22][O:23][C:24](=[O:25])[CH3:26].[CH3:28][N:29]([CH3:30])[CH:31]=[O:32].[K:20].[OH2:27]>>[CH2:2]([CH2:3][CH2:4][CH2:5][CH2:6][CH2:7][OH:8])[N:13]1[C:9](=[O:19])[c:10]2[c:11]([cH:15][cH:16][cH:17][cH:18]2)[C:12]1=[O:14].